Dataset: the Open Reaction Database (ORD), a public repository of structured organic reaction records. Task: describe an organic reaction: reactants, conditions, products, and yield The reactants are C(CCC1=CC=CC=C1)(=O)OCC (ethyl dihydrocinnamate), C(C)(C)NC(C)C (diisopropylamine), C(CCC)[Li] (n-butyllithium), solution, BrCC(=O)OC(C)(C)C (t-butyl bromoacetate). The solvent is CCCCCC (hexane), O1CCCC1 (tetrahydrofuran). Conditions: temperature -78 celsius, time 15 minute. Product: C1(=CC=CC=C1)CC(C(=O)OCC)(C(C)(C)C)CC(=O)O (3-phenyl-2-t-butylcarboxymethylpropionic acid, ethyl ester). Isolated yield 46.0%. RXN SMILES: C(N[CH:5]([CH3:7])[CH3:6])(C)C.[CH2:8]([Li])CCC.[C:13]([O:23][CH2:24][CH3:25])(=[O:22])[CH2:14][CH2:15][C:16]1[CH:21]=[CH:20][CH:19]=[CH:18][CH:17]=1.Br[CH2:27][C:28]([O:30]C(C)(C)C)=[O:29]>O1CCCC1.CCCCCC>[C:16]1([CH2:15][C:14]([CH2:27][C:28]([OH:30])=[O:29])([C:5]([CH3:6])([CH3:7])[CH3:8])[C:13]([O:23][CH2:24][CH3:25])=[O:22])[CH:17]=[CH:18][CH:19]=[CH:20][CH:21]=1. Procedure details: Dissolve diisopropylamine (3.5 mL, 25 mmol) in tetrahydrofuran (30 mL). Add n-butyllithium (14 mL of a 1.6M solution in hexane, 22.4 mmol). Stir for 15 minutes and cool to -78° C. Add, by dropwise addition, ethyl dihydrocinnamate (3.5 mL, 20 mmol) and stir for 30 minutes. Add t-butyl bromoacetate (4.0 mL, 25 mmol) and gradually warm to room temperature overnight. Quench the solution with ammonium chloride solution (10 mL) and partition between water (25 mL) and ethyl ether (50 mL). Separate the ... Starting materials: ClC1=C(OC=2C=CC(=C(C2)[O-])[N+](=O)[O-])C=CC(=C1)C(F)(F)F.[K+] (potassium 5-(o-chloro-p-trifluoromethyl-phenoxy)-2-nitrophenolate), BrC(C(=O)OCP(OCC)(OCC)=O)C (diethyl (2-bromopropionyloxy)-methylphosphonate). Yields the product ClC1=C(OC=2C=CC(=C(OC(C(=O)OCP(OCC)(OCC)=O)C)C2)[N+](=O)[O-])C=CC(=C1)C(F)(F)F (diethyl [2-[5-(o-chloro-p-trifluoromethyl-phenoxy)-2-nitrophenoxy]-propionyloxy]methylphosphonate). Reaction SMILES: [Cl:1][C:2]1[CH:18]=[C:17]([C:19]([F:22])([F:21])[F:20])[CH:16]=[CH:15][C:3]=1[O:4][C:5]1[CH:6]=[CH:7][C:8]([N+:12]([O-:14])=[O:13])=[C:9]([O-:11])[CH:10]=1.[K+].Br[CH:25]([CH3:38])[C:26]([O:28][CH2:29][P:30](=[O:37])([O:34][CH2:35][CH3:36])[O:31][CH2:32][CH3:33])=[O:27]>>[Cl:1][C:2]1[CH:18]=[C:17]([C:19]([F:21])([F:20])[F:22])[CH:16]=[CH:15][C:3]=1[O:4][C:5]1[CH:6]=[CH:7][C:8]([N+:12]([O-:14])=[O:13])=[C:9]([CH:10]=1)[O:11][CH:25]([CH3:38])[C:26]([O:28][CH2:29][P:30](=[O:37])([O:34][CH2:35][CH3:36])[O:31][CH2:32][CH3:33])=[O:27] |f:0.1|. Reported procedure: by using potassium 5-(o-chloro-p-trifluoromethyl-phenoxy)-2-nitrophenolate and diethyl (2-bromopropionyloxy)-methylphosphonate there is obtained diethyl [2-[5-(o-chloro-p-trifluoromethyl-phenoxy)-2-nitrophenoxy]-propionyloxy]methylphosphonate, 1H-NMR (CDCl3 ; 400 MHz) 7.93 ppm (d, 1H), 7.79 ppm (d, 1H), 7.58 ppm (q, 1H), 7.21 ppm (d, 1H), 6.63 ppm (d, 1H), 6.49 ppm (q, 1H), 4.89 ppm (q, 1H), 4.45 ppm (m, 2H), 4.14 ppm (m, 4H), 1.74 ppm (d, 3H), 1.32 ppm (tt, 6H). Reactants: [C-]#N, CCOC(=O)CCCCCCC1=C(OC)C(OC(C)=O)CC1=O, CC[Al+]CC. The product is CCOC(=O)CCCCCCC1=C(C#N)C(OC(C)=O)CC1=O. Reaction SMILES: [C-:24]#[N:25].[C:1](=[O:2])([O:3][CH2:4][CH3:5])[CH2:6][CH2:7][CH2:8][CH2:9][CH2:10][CH2:11][C:12]1=[C:16]([O:17][CH3:18])[CH:15]([O:19][C:20]([CH3:21])=[O:22])[CH2:14][C:13]1=[O:23].[CH2:26]([Al+:27][CH2:28][CH3:29])[CH3:30]>>[C:1](=[O:2])([O:3][CH2:4][CH3:5])[CH2:6][CH2:7][CH2:8][CH2:9][CH2:10][CH2:11][C:12]1=[C:16]([C:24]#[N:25])[CH:15]([O:19][C:20]([CH3:21])=[O:22])[CH2:14][C:13]1=[O:23].